From a dataset of the Open Reaction Database (ORD), a public repository of structured organic reaction records. describe an organic reaction: reactants, conditions, products, and yield As a reaction SMILES: [F:1][C:2]1([F:56])[CH2:7][CH2:6][CH:5]([C:8]2[C:17]3[CH:16]([O:18][CH2:19][C:20]4[CH:25]=[CH:24][C:23]([O:26][CH3:27])=[CH:22][CH:21]=4)[CH2:15][C:14]([CH3:29])([CH3:28])[CH2:13][C:12]=3[N:11]=[C:10]([CH:30]3[CH2:35][CH2:34][N:33]([C:36]4[N:41]=[CH:40][C:39]([CH2:42][OH:43])=[CH:38][N:37]=4)[CH2:32][CH2:31]3)[C:9]=2[CH:44]([F:55])[C:45]2[CH:50]=[CH:49][C:48]([C:51]([F:54])([F:53])[F:52])=[CH:47][CH:46]=2)[CH2:4][CH2:3]1.[CH:57](O)([CH3:59])[CH3:58]>>[F:56][C:2]1([F:1])[CH2:7][CH2:6][CH:5]([C:8]2[C:17]3[CH:16]([O:18][CH2:19][C:20]4[CH:21]=[CH:22][C:23]([O:26][CH3:27])=[CH:24][CH:25]=4)[CH2:15][C:14]([CH3:28])([CH3:29])[CH2:13][C:12]=3[N:11]=[C:10]([CH:30]3[CH2:31][CH2:32][N:33]([C:36]4[N:41]=[CH:40][C:39]([CH2:42][O:43][CH:57]([CH3:59])[CH3:58])=[CH:38][N:37]=4)[CH2:34][CH2:35]3)[C:9]=2[CH:44]([F:55])[C:45]2[CH:46]=[CH:47][C:48]([C:51]([F:53])([F:52])[F:54])=[CH:49][CH:50]=2)[CH2:4][CH2:3]1. Starting materials: FC1(CCC(CC1)C1=C(C(=NC=2CC(CC(C12)OCC1=CC=C(C=C1)OC)(C)C)C1CCN(CC1)C1=NC=C(C=N1)CO)C(C1=CC=C(C=C1)C(F)(F)F)F)F (4-(4,4-Difluorocyclohexyl)-3-{fluoro[4-(trifluoromethyl)phenyl]methyl}-2-[1-[5-(hydroxymethyl)pyrimidin-2-yl]piperidin-4-yl]-5-[(4-methoxybenzyl)oxy]-7,7-dimethyl-5,6,7,8-tetrahydroquinoline), C(C)(C)O (isopropanol). Product: FC1(CCC(CC1)C1=C(C(=NC=2CC(CC(C12)OCC1=CC=C(C=C1)OC)(C)C)C1CCN(CC1)C1=NC=C(C=N1)COC(C)C)C(C1=CC=C(C=C1)C(F)(F)F)F)F (4-(4,4-Difluorocyclohexyl)-3-{fluoro[4-(trifluoromethyl)phenyl]methyl}-5-[(4-methoxybenzyl)oxy]-7,7-dimethyl-2-(1-{5-[(propan-2-yloxy)methyl]pyrimidin-2-yl}piperidin-4-yl)-5,6,7,8-tetrahydroquinoline), foam. The yield is 65.0%. Reported procedure: Reactions similar to those of Reference Example 21 were performed except for using isopropanol instead of ethanol, and from 78 mg (0.10 mmol) of 4-(4,4-Difluorocyclohexyl)-3-{fluoro[4-(trifluoromethyl)phenyl]methyl}-2-[1-[5-(hydroxymethyl)pyrimidin-2-yl]piperidin-4-yl]-5-[(4-methoxybenzyl)oxy]-7,7-dimethyl-5,6,7,8-tetrahydroquinoline, which was prepared by a method similar to that of Reference Example 17, 54 mg of the title compound was obtained as a foam (yield: 65%). Reactants: CC(C)(C)OC(=O)NC(Cc1ccccc1)C(O)CCl, CC(C)O, [Na+], [OH-]. Yields the product CC(C)(C)OC(=O)NC(Cc1ccccc1)C1CO1. Reaction SMILES: [C:3]([CH3:4])([CH3:5])([CH3:6])[O:7][C:8](=[O:9])[NH:10][CH:11]([CH:12]([CH2:13][Cl:14])[OH:15])[CH2:16][c:17]1[cH:18][cH:19][cH:20][cH:21][cH:22]1.[CH3:23][CH:24]([OH:25])[CH3:26].[Na+:2].[OH-:1]>>[C:3]([CH3:4])([CH3:5])([CH3:6])[O:7][C:8](=[O:9])[NH:10][CH:11]([CH:12]1[CH2:13][O:15]1)[CH2:16][c:17]1[cH:18][cH:19][cH:20][cH:21][cH:22]1. Starting materials: O (water), C(C)(C)(C)C1=C(C(=CC=C1)C(C)(C)C)O (2,6-ditert.-butylphenol), C=O (formalin), C(C)(=O)[O-].[NH4+] (ammonium acetate). The solvent is C(C)(=O)O (acetic acid). The product is C(C)(C)(C)C=1C=C(C=O)C=C(C1O)C(C)(C)C (3,5-ditert.butyl-4-hydroxybenzaldehyde). The yield is 67.4%. As a reaction SMILES: O.[C:2]([O-])(=[O:4])C.[NH4+].C=O.[C:9]([C:13]1[CH:18]=[CH:17][CH:16]=[C:15]([C:19]([CH3:22])([CH3:21])[CH3:20])[C:14]=1[OH:23])([CH3:12])([CH3:11])[CH3:10]>C(O)(=O)C>[C:19]([C:15]1[CH:16]=[C:17]([CH:18]=[C:13]([C:9]([CH3:12])([CH3:11])[CH3:10])[C:14]=1[OH:23])[CH:2]=[O:4])([CH3:22])([CH3:21])[CH3:20] |f:1.2|. Procedure details: A 500 ml reaction flask fitted with a mechanical stirrer, heating mantle, thermometer and water-cooled condenser was charged with 200 ml of glacial acetic acid, and 61.7 g (0.8 mole) of ammonium acetate. To the stirred mixture there were slowly added 97 g of 37% formalin (1.2 moles of formaldehyde) and 20.6 g (0.1 mole) of 2,6-ditert.-butylphenol. The reaction flask was equipped with a take-off head to remove the methanol which is present in commercially available formalin. The mixture was reflu...